Dataset: the Open Reaction Database (ORD), a public repository of structured organic reaction records. Task: describe an organic reaction: reactants, conditions, products, and yield Starting materials: B, CC(C)(C)OC(=O)N1CCC(c2ccc(C(=O)O)cc2)CC1, C1CCOC1, C1CCOC1. The product is CC(C)(C)OC(=O)N1CCC(c2ccc(CO)cc2)CC1. Reaction SMILES: [BH3:1].[C:7]([CH3:8])([CH3:9])([CH3:10])[O:11][C:12](=[O:13])[N:14]1[CH2:15][CH2:16][CH:17]([c:20]2[cH:21][cH:22][c:23]([C:24](=[O:25])[OH:26])[cH:27][cH:28]2)[CH2:18][CH2:19]1.[CH2:29]1[O:30][CH2:31][CH2:32][CH2:33]1.[CH2:2]1[O:3][CH2:4][CH2:5][CH2:6]1>>[C:7]([CH3:8])([CH3:9])([CH3:10])[O:11][C:12](=[O:13])[N:14]1[CH2:15][CH2:16][CH:17]([c:20]2[cH:21][cH:22][c:23]([CH2:24][OH:25])[cH:27][cH:28]2)[CH2:18][CH2:19]1. Starting materials: [N+](=O)([O-])C1=C2C=CC=NC2=C(C=C1)NC(C)=O (5-Nitro-8-acetamidoquinoline), Cl (hydrochloric acid). Run in O1CCCC1 (tetrahydrofuran). Conditions: time 3.5 hour. Product: [N+](=O)([O-])C1=C2C=CC=NC2=C(C=C1)N (5-nitro-8-aminoquinoline). RXN SMILES: [N+:1]([C:4]1[CH:13]=[CH:12][C:11]([NH:14]C(=O)C)=[C:10]2[C:5]=1[CH:6]=[CH:7][CH:8]=[N:9]2)([O-:3])=[O:2].Cl>O1CCCC1>[N+:1]([C:4]1[CH:13]=[CH:12][C:11]([NH2:14])=[C:10]2[C:5]=1[CH:6]=[CH:7][CH:8]=[N:9]2)([O-:3])=[O:2]. Procedure details: 5-Nitro-8-acetamidoquinoline prepared as above, (15 g, 64.9 mmol) was dissolved in tetrahydrofuran (75 ml) and treated with 40% hydrochloric acid (300 ml). The mixture was held at 80° C. for 3.5 hours and then allowed to cool. Tetrahydrofuran was removed under reduced pressure and the residual liquid was treated with saturated sodium bicarbonate solution until a neutral solution was obtained. The precipitate was removed by filtration to give 5-nitro-8-aminoquinoline (10 g). Starting materials: C1CC(=O)N(C1=O)Br (NBS), S(=O)([O-])[O-].[Na+].[Na+] (sodium sulfite), ClC1=C(C=CC=C1C(F)(F)F)C(=O)N1CC=2N(CC1)C=C(N2)C(F)(F)F (7-{[2-Chloro-3-(trifluoromethyl)phenyl]carbonyl}-2-(trifluoromethyl)-5,6,7,8-tetrahydroimidazo[1,2-a]pyrazine), O (water). Solvent: CN(C=O)C (N,N-dimethylformamide), C(C)(=O)OCC (ethyl acetate). Conditions: time 16 hour. Yields the product BrC1=C(N=C2N1CCN(C2)C(=O)C2=C(C=C(C=C2)F)Cl)C(F)(F)F (3-Bromo-7-[(2-chloro-4-fluorophenyl)carbonyl]-2-(trifluoromethyl)-5,6,7,8-tetrahydroimidazo[1,2-a]pyrazine). Reaction SMILES: [Cl:1][C:2]1[C:7]([C:8](F)([F:10])F)=C[CH:5]=[CH:4][C:3]=1[C:12]([N:14]1[CH2:19][CH2:18][N:17]2[CH:20]=[C:21]([C:23]([F:26])([F:25])[F:24])[N:22]=[C:16]2[CH2:15]1)=O.C1C(=O)N([Br:34])C(=O)C1.[OH2:35].S([O-])([O-])=O.[Na+].[Na+]>CN(C)C=O.C(OCC)(=O)C>[Br:34][C:20]1[N:17]2[CH2:18][CH2:19][N:14]([C:12]([C:3]3[CH:4]=[CH:5][C:8]([F:10])=[CH:7][C:2]=3[Cl:1])=[O:35])[CH2:15][C:16]2=[N:22][C:21]=1[C:23]([F:25])([F:26])[F:24] |f:3.4.5|. Reported procedure: 7-{[2-Chloro-3-(trifluoromethyl)phenyl]carbonyl}-2-(trifluoromethyl)-5,6,7,8-tetrahydroimidazo[1,2-a]pyrazine (I22) (181 mg, 0.455 mmol) was dissolved in N,N-dimethylformamide (DMF) (2 mL) and treated with NBS (97 mg, 0.546 mmol). The solution was stirred at RT for 16 h. The mixture was poured on to water (100 ml) containing 1% sodium sulfite (w/w) and extrated in to ethyl acetate (3×50 ml). Combined extracts were washed with brine (50 ml), dried over anhydrous sodium sulfate and concentrated to... Reported procedure: 5 g. of 1-(3,4-methylenedioxyphenyl)-2-isopropylaminoethanol hydrochloride are dissolved in 20 mol. of water, and the resulting aqueous solution is made basic with 1N caustic soda. The liberated oil is extracted with ether. The ether layer is separated and dried and the ether is removed by distillation. Upon recrystallization of the crystalline residue from petroleum ether, 1-(3,4-methylenedioxyphenyl)-2-isopropylaminoethanol is obtained as white needle crystals having a melting point of 117°-11... Reactants: Cl.C1OC=2C=C(C=CC2O1)C(CNC(C)C)O (1-(3,4-methylenedioxyphenyl)-2-isopropylaminoethanol hydrochloride), [OH-].[Na+] (caustic soda). As a reaction SMILES: Cl.[CH2:2]1[O:10][C:9]2[CH:8]=[CH:7][C:6]([CH:11]([OH:17])[CH2:12][NH:13][CH:14]([CH3:16])[CH3:15])=[CH:5][C:4]=2[O:3]1.[OH-].[Na+]>O>[CH2:2]1[O:10][C:9]2[CH:8]=[CH:7][C:6]([CH:11]([OH:17])[CH2:12][NH:13][CH:14]([CH3:15])[CH3:16])=[CH:5][C:4]=2[O:3]1 |f:0.1,2.3|. Solvent: O (water). The product is C1OC=2C=C(C=CC2O1)C(CNC(C)C)O (1-(3,4-methylenedioxyphenyl)-2-isopropylaminoethanol). Starting materials: C1(O)=CC(O)=CC=C1 (Resorcinol), C(CCCCCCCC)C1=C(C=CC=C1)O (nonyl phenol), C=O (formaldehyde), C1N2CN3CN1CN(C2)C3 (hexamethylenetetramine), C1(=CC=CC=C1)O (phenol). The product is C=O (formaldehyde), C1(O)=CC(O)=CC=C1 (resorcinol), CCCCCCCCCC=1C=CC(=CC1)O (nonylphenol). As a reaction SMILES: [C:1]1([CH:8]=[CH:7][CH:6]=[C:4]([OH:5])[CH:3]=1)[OH:2].[CH2:9]([C:18]1[CH:23]=[CH:22][CH:21]=[CH:20][C:19]=1O)[CH2:10][CH2:11][CH2:12][CH2:13][CH2:14][CH2:15][CH2:16][CH3:17].C=O.C1N2CN3CN(C2)CN1C3.C1([OH:43])C=CC=CC=1>>[CH2:1]=[O:2].[C:1]1([CH:8]=[CH:7][CH:6]=[C:4]([OH:5])[CH:3]=1)[OH:2].[CH3:17][CH2:16][CH2:15][CH2:14][CH2:13][CH2:12][CH2:11][CH2:10][CH2:9][C:18]1[CH:23]=[CH:22][C:21]([OH:43])=[CH:20][CH:19]=1. Reported procedure: Resorcinol and nonyl phenol are reacted with formaldehyde in the presence of a catalytic amount of hexamethylenetetramine at a total phenol:formaldehyde molar ratio of 1.7:1 to afford a novolak cocondensate resin (97 mole % resorcinol/3 mole % nonylphenol). The solid resin is washed to remove formaldehyde odor. The wet resin is dried under vacuum. The dry resin is dispersed in water with sodium caseinate at 40% N.V. to afford Emulsion A. The reactants are C(C(CCCCCCCC)O)O (decane-1,2-diol), O (water), [OH-].[Na+] (sodium hydroxide), ClCC(=O)[O-].[Na+] (Sodium chloroacetate). The solvent is petroleum ether, C(C)OCC (diethyl ether). Reaction conditions: temperature 55 celsius, time 1.75 hour. The product is C(CCCCCCC)C1COCC(O1)=O (6-Octyl-1,4-dioxan-2-one). The yield is 63.0%. RXN SMILES: [CH2:1]([OH:12])[CH:2]([OH:11])[CH2:3][CH2:4][CH2:5][CH2:6][CH2:7][CH2:8][CH2:9][CH3:10].[OH-].[Na+].Cl[CH2:16][C:17]([O-])=[O:18].[Na+].O>C(OCC)C>[CH2:3]([CH:2]1[O:11][C:17](=[O:18])[CH2:16][O:12][CH2:1]1)[CH2:4][CH2:5][CH2:6][CH2:7][CH2:8][CH2:9][CH3:10] |f:1.2,3.4|. Procedure: Powdered decane-1,2-diol (0.25 moles) is stirred at room temperature and very well powdered sodium hydroxide (0.25 moles) is added in portions. Gentle heating of the mixture to 55° C. gives a viscous yellow paste. Sodium chloroacetate (0.25 moles) is now added in portions over 10 minutes. The white mobile paste produced is stirred at 70°-60° C. for 1.75 h. After cooling to 20° C., 100 ml of petroleum ether is added followed by water. After separation of phases (aided by acetone) the aqueous phas... Reactants: OC1=CC=C(C(=O)C2=CC=CC=C2)C=C1 (4-hydroxybenzophenone), C(C(C)C)(=O)Cl (isobutyric chloride), ice water. Solvent: N1=CC=CC=C1 (pyridine). Reaction conditions: time 2 hour. Product: C(C(C)C)(=O)OC1=CC=C(C(=O)C2=CC=CC=C2)C=C1 (4-isobutyryloxybenzophenone). RXN SMILES: [OH:1][C:2]1[CH:15]=[CH:14][C:5]([C:6]([C:8]2[CH:13]=[CH:12][CH:11]=[CH:10][CH:9]=2)=[O:7])=[CH:4][CH:3]=1.[C:16](Cl)(=[O:20])[CH:17]([CH3:19])[CH3:18]>N1C=CC=CC=1>[C:16]([O:1][C:2]1[CH:3]=[CH:4][C:5]([C:6]([C:8]2[CH:13]=[CH:12][CH:11]=[CH:10][CH:9]=2)=[O:7])=[CH:14][CH:15]=1)(=[O:20])[CH:17]([CH3:19])[CH3:18]. Procedure: To a solution of 8.5 g of 4-hydroxybenzophenone in 75 ml of dry pyridine 6.75 ml of isobutyric chloride was added at 0°~10° C. The reaction mixture was allowed to stand at 25° C. for 2 h, poured into ice water. The precipitate was collected by suction and recrystallized from ethanol; M.P.~69°-69.5° C. The reactants are [Br-], [Br-], CC(C)(C)OC(=O)N1CCC(=C(Br)c2ccccc2)CC1, C1CCOC1, [Li]CCCC, COc1cccc(OC)n1, [Zn+2], c1ccc(P(c2ccccc2)(c2ccccc2)[Pd](P(c2ccccc2)(c2ccccc2)c2ccccc2)(P(c2ccccc2)(c2ccccc2)c2ccccc2)P(c2ccccc2)(c2ccccc2)c2ccccc2)cc1. Product: COc1ccc(C(=C2CCN(C(=O)OC(C)(C)C)CC2)c2ccccc2)c(OC)n1. RXN SMILES: [Br-:42].[Br-:44].[C:16]([CH3:17])([CH3:18])([CH3:19])[O:20][C:21](=[O:22])[N:23]1[CH2:24][CH2:25][C:26](=[C:29]([c:30]2[cH:31][cH:32][cH:33][cH:34][cH:35]2)[Br:36])[CH2:27][CH2:28]1.[CH2:37]1[O:38][CH2:39][CH2:40][CH2:41]1.[CH3:11][CH2:12][CH2:13][CH2:14][Li:15].[CH3:1][O:2][c:3]1[n:4][c:5]([O:9][CH3:10])[cH:6][cH:7][cH:8]1.[Zn+2:43].[cH:45]1[cH:46][cH:47][c:48]([P:49]([Pd:50]([P:51]([c:52]2[cH:53][cH:54][cH:55][cH:56][cH:57]2)([c:58]2[cH:59][cH:60][cH:61][cH:62][cH:63]2)[c:64]2[cH:65][cH:66][cH:67][cH:68][cH:69]2)([P:70]([c:71]2[cH:72][cH:73][cH:74][cH:75][cH:76]2)([c:77]2[cH:78][cH:79][cH:80][cH:81][cH:82]2)[c:83]2[cH:84][cH:85][cH:86][cH:87][cH:88]2)[P:89]([c:90]2[cH:91][cH:92][cH:93][cH:94][cH:95]2)([c:96]2[cH:97][cH:98][cH:99][cH:100][cH:101]2)[c:102]2[cH:103][cH:104][cH:105][cH:106][cH:107]2)([c:108]2[cH:109][cH:110][cH:111][cH:112][cH:113]2)[c:114]2[cH:115][cH:116][cH:117][cH:118][cH:119]2)[cH:120][cH:121]1>>[CH3:1][O:2][c:3]1[n:4][c:5]([O:9][CH3:10])[cH:6][cH:7][c:8]1[C:29](=[C:26]1[CH2:25][CH2:24][N:23]([C:21]([O:20][C:16]([CH3:17])([CH3:18])[CH3:19])=[O:22])[CH2:28][CH2:27]1)[c:30]1[cH:31][cH:32][cH:33][cH:34][cH:35]1.